The task is: describe an organic reaction: reactants, conditions, products, and yield. This data is from the Open Reaction Database (ORD), a public repository of structured organic reaction records. Reactants: BrC=1N=C2C(=NC1Cl)N(CCC2)CCCCCCC(=O)OCC (Ethyl 7-(2-bromo-3-chloro-7,8-dihydropyrido[2,3-b]pyrazin-5(6H)-yl)heptanoate), C([O-])([O-])=O.[K+].[K+] (potassium carbonate). The reagents and catalysts are C=1C=CC(=CC1)[P](C=2C=CC=CC2)(C=3C=CC=CC3)[Pd]([P](C=4C=CC=CC4)(C=5C=CC=CC5)C=6C=CC=CC6)([P](C=7C=CC=CC7)(C=8C=CC=CC8)C=9C=CC=CC9)[P](C=1C=CC=CC1)(C=1C=CC=CC1)C=1C=CC=CC1 (Pd(Ph3P)4). Run in O1CCOCC1 (dioxane). Reaction conditions: temperature 150 celsius. Product: ClC1=C(N=C2C(=N1)N(CCC2)CCCCCCC(=O)OCC)C2=CC=NC=C2 (Ethyl 7-(3-chloro-2-(pyridin-4-yl)-7,8-dihydropyrido[2,3-b]pyrazin-5(6H)-yl)heptanoate). As a reaction SMILES: Br[C:2]1[N:3]=[C:4]2[CH2:12][CH2:11][CH2:10][N:9]([CH2:13][CH2:14][CH2:15][CH2:16][CH2:17][CH2:18][C:19]([O:21][CH2:22][CH3:23])=[O:20])[C:5]2=[N:6][C:7]=1[Cl:8].C(=O)([O-])[O-].[K+].[K+]>O1CCOCC1.C1C=CC([P]([Pd]([P](C2C=CC=CC=2)(C2C=CC=CC=2)C2C=CC=CC=2)([P](C2C=CC=CC=2)(C2C=CC=CC=2)C2C=CC=CC=2)[P](C2C=CC=CC=2)(C2C=CC=CC=2)C2C=CC=CC=2)(C2C=CC=CC=2)C2C=CC=CC=2)=CC=1>[Cl:8][C:7]1[N:6]=[C:5]2[N:9]([CH2:13][CH2:14][CH2:15][CH2:16][CH2:17][CH2:18][C:19]([O:21][CH2:22][CH3:23])=[O:20])[CH2:10][CH2:11][CH2:12][C:4]2=[N:3][C:2]=1[C:12]1[CH:11]=[CH:10][N:9]=[CH:5][CH:4]=1 |f:1.2.3,^1:39,41,60,79|. Reported procedure: A mixture of ethyl 7-(2-bromo-3-chloro-7,8-dihydropyrido[2,3-b]pyrazin-5(6H)-yl)heptanoate (step 2) (100 mg, 0.247 mmol) and potassium carbonate (102 mg, 0.741 mmol) in dioxane (2 ml) was degassed by bubbling nitrogen through (×3). Pd(Ph3P)4 (28.6 mg, 0.025 mmol) was added and the mixture was degassed by bubbling nitrogen through (×3). The mixture was heated at 150° C. for 2 hours using microwave irradiation. The mixture was diluted with water and extracted with EtOAc (×2). The organics were was... Starting materials: C(C1=CC=CC=C1)OCCC1(CC1)NC(OC(C)(C)C)=O (tert-butyl {1-[2-(benzyloxy)ethyl]cyclopropyl}carbamate), [H][H] (hydrogen). The reagents and catalysts are [OH-].[OH-].[Pd+2] (palladium hydroxide/carbon). The solvent is C(C)O (ethanol). Yields the product C(C)(C)(C)OC(NC1(CC1)CCO)=O (tert-butyl[1-(2-hydroxyethyl)cyclopropyl]carbamate). Isolated yield 98.6%. Reaction SMILES: C([O:8][CH2:9][CH2:10][C:11]1([NH:14][C:15](=[O:21])[O:16][C:17]([CH3:20])([CH3:19])[CH3:18])[CH2:13][CH2:12]1)C1C=CC=CC=1.[H][H]>C(O)C.[OH-].[OH-].[Pd+2]>[C:17]([O:16][C:15](=[O:21])[NH:14][C:11]1([CH2:10][CH2:9][OH:8])[CH2:12][CH2:13]1)([CH3:20])([CH3:18])[CH3:19] |f:3.4.5|. Procedure details: To a solution in ethanol (112 mL) of the compound (16.3 g) obtained in step (3) above, 20% palladium hydroxide/carbon (3.25 g) was added and the mixture was stirred at 60° C. for 23 hours in a hydrogen atmosphere. After being cooled to room temperature, the reaction mixture was filtered through Celite (registered trademark). The filtrate was concentrated under reduced pressure to give tert-butyl[1-(2-hydroxyethyl)cyclopropyl]carbamate as a colorless solid (11.1 g). The reactants are OCC1(CBr)COC1, C1COC1, CC(C)=O, CN(C)C=O, [N-]=[N+]=[N-], [Na+]. The product is [N-]=[N+]=NCC1(CO)COC1. RXN SMILES: [Br:5][CH2:6][C:7]1([CH2:11][OH:12])[CH2:8][O:9][CH2:10]1.[CH2:1]1[CH2:2][O:3][CH2:4]1.[CH3:17][C:18](=[O:19])[CH3:20].[CH3:21][N:22]([CH3:23])[CH:24]=[O:25].[N-:14]=[N+:15]=[N-:16].[Na+:13]>>[CH2:6]([C:7]1([CH2:11][OH:12])[CH2:8][O:9][CH2:10]1)[N:14]=[N+:15]=[N-:16]. The reactants are COC1=C(C=CC=C1)C=1C=NNC1 (4-(2-methoxyphenyl)pyrazole), solution, B(Br)(Br)Br (boron tribromide). Solvent: ClCCl (dichloromethane), ClCCl (dichloromethane). Product: N1N=CC(=C1)C1=C(C=CC=C1)O (2-(pyrazol-4-yl)phenol). Yield: 98.0%. RXN SMILES: C[O:2][C:3]1[CH:8]=[CH:7][CH:6]=[CH:5][C:4]=1[C:9]1[CH:10]=[N:11][NH:12][CH:13]=1.B(Br)(Br)Br>ClCCl>[NH:11]1[CH:10]=[C:9]([C:4]2[CH:5]=[CH:6][CH:7]=[CH:8][C:3]=2[OH:2])[CH:13]=[N:12]1. Procedure: To a solution of 4-(2-methoxyphenyl)pyrazole (300 mg, 1.72 mmol) in dichloromethane (13 ml) is added a 1M solution of boron tribromide (3.8 ml) in dichloromethane. The mixture is stirred at room temperature over night then concentrated under reduced pressure. The residue is chromatographed (silica gel, dichloromethane/ethanol 9:1) to give 270 mg of 2-(pyrazol-4-yl)phenol (98%). Starting materials: CC(=O)O[C@H](CC(=O)[O-])C[N+](C)(C)C (acetyl L-carnitine), C(\C=C\C(=O)O)(=O)O (fumaric acid). Solvent: C(C)O (ethanol). Yields the product C[N+](C)(C)C[C@@H](CC(=O)O)O.C(=C/C(=O)[O-])\C(=O)[O-] (L-carnitine Acid Fumarate). As a reaction SMILES: CC([O:4][C@@H:5]([CH2:10][N+:11]([CH3:14])([CH3:13])[CH3:12])[CH2:6][C:7]([O-:9])=[O:8])=O.[C:15]([OH:22])(=[O:21])/[CH:16]=[CH:17]/[C:18]([OH:20])=[O:19]>C(O)C>[CH3:12][N+:11]([CH2:10][C@H:5]([OH:4])[CH2:6][C:7]([OH:9])=[O:8])([CH3:13])[CH3:14].[CH:16](/[C:15]([O-:22])=[O:21])=[CH:17]\[C:18]([O-:20])=[O:19] |f:3.4|. Reported procedure: To 10 mL of 95% v/v of ethanol at about 70° C., 2.28 g (0.01 moles) of acetyl L-carnitine inner salt (titre: 89.3%) and 1.16 g (0.01 moles) of fumaric acid were added under vigorous stirring. The resulting solution (“mother solution”) was cooled to room temperature while constantly keeping it under stirring. To the solution, a few milligrams of L-carnitine acid fumarate as precipitating agent were added. In few minutes a white, heavy precipitate formed which was filtered off one hour later. Reactants: Brc1ccncc1, OB(O)c1ccc(Br)cc1, CCO, Cc1ccccc1, Cl, [Na+], [Na+], O=C([O-])[O-], O. The product is Brc1ccc(-c2ccncc2)cc1. RXN SMILES: [Br:12][c:13]1[cH:14][cH:15][n:16][cH:17][cH:18]1.[Br:1][c:2]1[cH:3][cH:4][c:5]([B:8]([OH:9])[OH:10])[cH:6][cH:7]1.[CH3:20][CH2:21][OH:22].[CH3:23][c:24]1[cH:25][cH:26][cH:27][cH:28][cH:29]1.[ClH:11].[Na+:30].[Na+:31].[O-:32][C:33](=[O:34])[O-:35].[OH2:19]>>[Br:1][c:2]1[cH:3][cH:4][c:5](-[c:13]2[cH:14][cH:15][n:16][cH:17][cH:18]2)[cH:6][cH:7]1. Reactants: ClCCl, CC(COc1ccc(CC2SC(=O)N(C(c3ccccc3)(c3ccccc3)c3ccccc3)C2=O)cc1)N1CC(COc2cccc(Cl)c2)OC1=O, O=C(O)C(F)(F)F. Product: CC(COc1ccc(CC2SC(=O)NC2=O)cc1)N1CC(COc2cccc(Cl)c2)OC1=O. RXN SMILES: [CH2:60]([Cl:61])[Cl:62].[Cl:1][c:2]1[cH:3][c:4]([O:5][CH2:6][CH:7]2[CH2:8][N:9]([CH:13]([CH2:14][O:15][c:16]3[cH:17][cH:18][c:19]([CH2:20][CH:21]4[C:22](=[O:46])[N:23]([C:27]([c:28]5[cH:29][cH:30][cH:31][cH:32][cH:33]5)([c:34]5[cH:35][cH:36][cH:37][cH:38][cH:39]5)[c:40]5[cH:41][cH:42][cH:43][cH:44][cH:45]5)[C:24](=[O:26])[S:25]4)[cH:47][cH:48]3)[CH3:49])[C:10](=[O:12])[O:11]2)[cH:50][cH:51][cH:52]1.[OH:53][C:54]([C:55]([F:56])([F:57])[F:58])=[O:59]>>[Cl:1][c:2]1[cH:3][c:4]([O:5][CH2:6][CH:7]2[CH2:8][N:9]([CH:13]([CH2:14][O:15][c:16]3[cH:17][cH:18][c:19]([CH2:20][CH:21]4[C:22](=[O:46])[NH:23][C:24](=[O:26])[S:25]4)[cH:47][cH:48]3)[CH3:49])[C:10](=[O:12])[O:11]2)[cH:50][cH:51][cH:52]1. Reactants: COc1ccc(Nc2nc(Br)cn3ccnc23)cc1OC, Brc1cn2ccnc2c(Br)n1, COc1ccc(N)cc1OC, CCN(C(C)C)C(C)C, CN(C)C=O. As a reaction SMILES: [Br:1][c:2]1[n:3][c:4]([NH:11][c:12]2[cH:13][c:14]([O:20][CH3:21])[c:15]([O:18][CH3:19])[cH:16][cH:17]2)[c:5]2[n:6]([cH:7]1)[cH:8][cH:9][n:10]2.[Br:33][c:34]1[n:35][c:36]([Br:37])[c:38]2[n:39]([cH:40][cH:41][n:42]2)[cH:43]1.[CH3:22][O:23][c:24]1[cH:25][c:26]([NH2:32])[cH:27][cH:28][c:29]1[O:30][CH3:31].[CH:44]([N:45]([CH2:46][CH3:47])[CH:48]([CH3:49])[CH3:50])([CH3:51])[CH3:52].[O:53]=[CH:54][N:55]([CH3:56])[CH3:57]>>[Br:1][c:2]1[n:3][c:4]([NH:11][c:12]2[cH:13][c:14]([O:20][CH3:21])[c:15]([O:18][CH3:19])[c:16]([O:23][CH3:22])[cH:17]2)[c:5]2[n:6]([cH:7]1)[cH:8][cH:9][n:10]2. The product is COc1cc(Nc2nc(Br)cn3ccnc23)cc(OC)c1OC. Reactants: [H-].[Na+] (NaH), CN1N=C2N(C(N(C(C2=C1C)=O)C)=O)C (2,3,5,7-Tetramethyl-2H-pyrazolo[3,4-d]pyrimidine-4,6(5H,7H)-dione), BrCC(=O)NC=1SC=C(N1)C1=CC(=C(C(=C1)F)OCC(C)(C)C)F (2-bromo-N-{4-[4-(2,2-dimethylpropoxy)-3,5-difluorophenyl]-1,3-thiazol-2-yl}acetamide). The solvent is CN(C)C=O (DMF). The product is FC=1C=C(C=C(C1OCC(C)(C)C)F)C=1N=C(SC1)NC(CN1C(=CC=2N(C(N(C(C21)=O)C)=O)C)C)=O (N1-{4-[3,5-Difluoro-4-(2,2-dimethylprop oxy)phenyl]-1,3-thiazol-2-yl}-2-(1,3,6-trimethyl-2,4-dioxo-1,2,3,4-tetrahydro-5H-pyrrolo[3,2-d]pyrimidin-5-yl)acetamide), product. As a reaction SMILES: CN1C(C)=[C:9]2[C:4]([N:5]([CH3:15])[C:6](=[O:14])[N:7]([CH3:13])[C:8]2=[O:12])=N1.Br[CH2:17][C:18]([NH:20][C:21]1[S:22][CH:23]=[C:24]([C:26]2[CH:31]=[C:30]([F:32])[C:29]([O:33][CH2:34][C:35]([CH3:38])([CH3:37])[CH3:36])=[C:28]([F:39])[CH:27]=2)[N:25]=1)=[O:19].[H-].[Na+]>CN(C=O)C>[F:39][C:28]1[CH:27]=[C:26]([C:24]2[N:25]=[C:21]([NH:20][C:18](=[O:19])[CH2:17][N:25]3[C:9]4[C:8](=[O:12])[N:7]([CH3:13])[C:6](=[O:14])[N:5]([CH3:15])[C:4]=4[CH:23]=[C:24]3[CH3:26])[S:22][CH:23]=2)[CH:31]=[C:30]([F:32])[C:29]=1[O:33][CH2:34][C:35]([CH3:38])([CH3:37])[CH3:36] |f:2.3|. Procedure details: The title compound was prepared according to the general procedure (Method A) by coupling Intermediate 2 (50 mg, 0.258 mmol) with 2-bromo-N-{4-[4-(2,2-dimethylpropoxy)-3,5-difluorophenyl]-1,3-thiazol-2-yl}acetamide (130 mg, 0.310 mmol) in the presence of NaH (15 mg, 0.625 mmol) in dry DMF (5.0 mL) to give 55 mg of the product as a white solid; 1H NMR (δ ppm, 300 MHz, DMSO-d6) 1.01 (s, 9H), 2.26 (s, 3H), 3.17 (s, 3H), 3.34 (s, 3H), 3.80 (s, 2H), 5.33 (s, 2H), 6.07 (s, 1H), 7.63 (s, 1H), 7.66 (s, ... Starting materials: CNCCC (N-methylpropan-1-amine), [N+](=O)([O-])C1=C(N)C=C(C=C1)C=1SC=CC1 (2-nitro-5-(thiophen-2-yl)aniline), C1(CC1)N (cyclopropanamine), C1(=CCCC1)C=1C=CC(=C(N)C1)[N+](=O)[O-] (5-(cyclopent-1-en-1-yl)-2-nitroaniline). Product: NC1=C(C=C(C=C1)C=1SC=CC1)NC(=O)NC1CC1 (1-(2-amino-5-(thiophen-2-yl)phenyl)-3-cyclopropylurea). RXN SMILES: [CH3:1][NH:2][CH2:3][CH2:4][CH3:5].C1(N)CC1.C1(C2C=CC([N+]([O-])=[O:23])=C(C=2)N)CCCC=1.[N+:25]([C:28]1[CH:34]=[CH:33][C:32]([C:35]2[S:36][CH:37]=[CH:38][CH:39]=2)=[CH:31][C:29]=1[NH2:30])([O-])=O>>[NH2:25][C:28]1[CH:34]=[CH:33][C:32]([C:35]2[S:36][CH:37]=[CH:38][CH:39]=2)=[CH:31][C:29]=1[NH:30][C:1]([NH:2][CH:3]1[CH2:5][CH2:4]1)=[O:23]. Procedure details: 1-(2-amino-5-(thiophen-2-yl)phenyl)-3-cyclopropylurea (100) was prepared by substituting N-methylpropan-1-amine in Scheme 25 with cyclopropanamine and by substituting 5-(cyclopent-1-en-1-yl)-2-nitroaniline in Scheme 25 with 2-nitro-5-(thiophen-2-yl)aniline. ESI+ MS: m/z 273 ([M]+), 1H NMR (500 MHz, d6-DMSO): δ 7.62 (d, J=2.0 Hz, 1H), 7.50 (s, 1H), 7.33 (d, J=4.5 Hz, 1H), 7.18 (d, J=3.0 Hz, 1H), 7.11 (dd, J=2.0, 8.0 Hz, 1H), 7.03 (dd, J=3.5, 4.5 Hz, 1H), 6.72 (d, J=8.5 Hz, 1H), 6.47 (s, 1H), 4.90...